From a dataset of the Open Reaction Database (ORD), a public repository of structured organic reaction records. describe an organic reaction: reactants, conditions, products, and yield Starting materials: COc1ccc(C2CN(Cc3ccccc3)C(=O)N2C(C(=O)NOCc2ccccc2)C(C)C)cc1, CO. The product is COc1ccc(C2CN(Cc3ccccc3)C(=O)N2C(C(=O)NO)C(C)C)cc1. RXN SMILES: [CH2:1]([c:2]1[cH:3][cH:4][cH:5][cH:6][cH:7]1)[N:8]1[C:9](=[O:36])[N:10]([CH:21]([C:22](=[O:23])[NH:24][O:25][CH2:26][c:27]2[cH:28][cH:29][cH:30][cH:31][cH:32]2)[CH:33]([CH3:34])[CH3:35])[CH:11]([c:13]2[cH:14][cH:15][c:16]([O:19][CH3:20])[cH:17][cH:18]2)[CH2:12]1.[CH3:37][OH:38]>>[CH2:1]([c:2]1[cH:3][cH:4][cH:5][cH:6][cH:7]1)[N:8]1[C:9](=[O:36])[N:10]([CH:21]([C:22](=[O:23])[NH:24][OH:25])[CH:33]([CH3:34])[CH3:35])[CH:11]([c:13]2[cH:14][cH:15][c:16]([O:19][CH3:20])[cH:17][cH:18]2)[CH2:12]1.